Dataset: the Open Reaction Database (ORD), a public repository of structured organic reaction records. Task: describe an organic reaction: reactants, conditions, products, and yield Starting materials: O=C([O-])[O-], CC#N, O=S(=O)(c1cccc(C2CCNCC2)c1F)C(F)(F)F, OCCI, [K+], [K+]. The product is O=S(=O)(c1cccc(C2CCN(CCO)CC2)c1F)C(F)(F)F. Reaction SMILES: [C:21](=[O:22])([O-:23])[O-:24].[CH3:31][C:32]#[N:33].[F:1][c:2]1[c:3]([CH:15]2[CH2:16][CH2:17][NH:18][CH2:19][CH2:20]2)[cH:4][cH:5][cH:6][c:7]1[S:8](=[O:9])(=[O:10])[C:11]([F:12])([F:13])[F:14].[I:27][CH2:28][CH2:29][OH:30].[K+:25].[K+:26]>>[F:1][c:2]1[c:3]([CH:15]2[CH2:16][CH2:17][N:18]([CH2:28][CH2:29][OH:30])[CH2:19][CH2:20]2)[cH:4][cH:5][cH:6][c:7]1[S:8](=[O:9])(=[O:10])[C:11]([F:12])([F:13])[F:14]. Starting materials: Cc1cccc(S(=O)(=O)Cl)c1, CCOC(=O)Cc1csc(N)n1. Yields the product CCOC(=O)Cc1csc(NS(=O)(=O)c2cccc(C)c2)n1. Reaction SMILES: [CH3:13][c:14]1[cH:15][c:16]([S:20](=[O:21])(=[O:22])[Cl:23])[cH:17][cH:18][cH:19]1.[NH2:1][c:2]1[s:3][cH:4][c:5]([CH2:7][C:8](=[O:9])[O:10][CH2:11][CH3:12])[n:6]1>>[NH:1]([c:2]1[s:3][cH:4][c:5]([CH2:7][C:8](=[O:9])[O:10][CH2:11][CH3:12])[n:6]1)[S:20]([c:16]1[cH:15][c:14]([CH3:13])[cH:19][cH:18][cH:17]1)(=[O:21])=[O:22]. Reactants: [BH4-], CCCCn1cc2c(c(C#N)c1=O)CCCC2=O, C1CCOC1, Cl, [Na+]. Yields the product CCCCn1cc2c(c(C#N)c1=O)CCCC2O. RXN SMILES: [BH4-:19].[CH2:1]([CH2:2][CH2:3][CH3:4])[n:5]1[cH:6][c:7]2[c:12]([c:13]([C:16]#[N:17])[c:14]1=[O:15])[CH2:11][CH2:10][CH2:9][C:8]2=[O:18].[CH2:22]1[O:23][CH2:24][CH2:25][CH2:26]1.[ClH:21].[Na+:20]>>[CH2:1]([CH2:2][CH2:3][CH3:4])[n:5]1[cH:6][c:7]2[c:12]([c:13]([C:16]#[N:17])[c:14]1=[O:15])[CH2:11][CH2:10][CH2:9][CH:8]2[OH:18]. The reactants are CC[C@H]1CN2CC[C@H]1C[C@@H]2[C@H](C3=C4C=C(C=CC4=NC=C3)OC)OC5=NN=C(C6=CC=CC=C65)O[C@H]([C@H]7C[C@@H]8CCN7C[C@@H]8CC)C9=C1C=C(C=CC1=NC=C9)OC (AD-mix-β), S(=O)([O-])[O-].[Na+].[Na+] (sodium sulfite), O (water), C(C=C)C1=C2CCC(C(C2=CC=C1OC)=O)(C)C (5-allyl-6-methoxy-2,2-dimethyl-3,4-dihydronaphthalen-1(2H)-one), C(C)(C)(C)O (tert-butanol). Reaction conditions: time 8 hour. Product: OC(CC1=C2CCC(C(C2=CC=C1OC)=O)(C)C)CO (5-(2,3-Dihydroxypropyl)-6-methoxy-2,2-dimethyl-3,4-dihydronaphthalen-1(2H)-one). RXN SMILES: CC[C@@H]1[C@@H]2C[C@H]([C@@H](OC3C4C(=CC=CC=4)C(O[C@@H](C4C=CN=C5C=4C=C(OC)C=C5)[C@@H]4N5C[C@H](CC)[C@@H](CC5)C4)=NN=3)C3C=CN=C4C=3C=C([O:22]C)C=C4)N(CC2)C1.[CH2:59]([C:62]1[C:71]([O:72][CH3:73])=[CH:70][CH:69]=[C:68]2[C:63]=1[CH2:64][CH2:65][C:66]([CH3:76])([CH3:75])[C:67]2=[O:74])[CH:60]=[CH2:61].C(O)(C)(C)C.S([O-])([O-])=O.[Na+].[Na+].[OH2:88]>>[OH:88][CH:60]([CH2:61][OH:22])[CH2:59][C:62]1[C:71]([O:72][CH3:73])=[CH:70][CH:69]=[C:68]2[C:63]=1[CH2:64][CH2:65][C:66]([CH3:76])([CH3:75])[C:67]2=[O:74] |f:3.4.5|. Reported procedure: 4.47 g of AD-mix-β was added to a mixture consisting of 1.09 g of 5-allyl-6-methoxy-2,2-dimethyl-3,4-dihydronaphthalen-1(2H)-one, 17 ml of tert-butanol, and 17 ml of water. The obtained mixture was stirred at room temperature overnight. Thereafter, 5.37 g of sodium sulfite was added to the reaction solution, and the obtained mixture was stirred for 35 minutes, followed by extraction with ethyl acetate. The obtained organic layer was washed with a saturated sodium chloride solution and then dried... Reactants: CC(C)(C)[Si](C)(C)Cl, CCC1CC(=O)CC1CO, CCCCCCC, CN(C)C=O, c1c[nH]cn1. The product is CCC1CC(=O)CC1CO[Si](C)(C)C(C)(C)C. As a reaction SMILES: [C:16]([CH3:17])([CH3:18])([CH3:19])[Si:20]([CH3:21])([CH3:22])[Cl:23].[CH2:1]([CH3:2])[CH:3]1[CH2:4][C:5](=[O:10])[CH2:6][CH:7]1[CH2:8][OH:9].[CH3:24][CH2:25][CH2:26][CH2:27][CH2:28][CH2:29][CH3:30].[O:31]=[CH:32][N:33]([CH3:34])[CH3:35].[nH:11]1[cH:12][cH:13][n:14][cH:15]1>>[CH2:1]([CH3:2])[CH:3]1[CH2:4][C:5](=[O:10])[CH2:6][CH:7]1[CH2:8][O:9][Si:20]([C:16]([CH3:17])([CH3:18])[CH3:19])([CH3:21])[CH3:22]. Starting materials: ClC1=NC(=NC(=C1CCCCCC)C)N (4-chloro-5-hexyl-6-methylpyrimidine-2-ylamine), C(CCCC)N (amylamine). The product is NC1=NC(=C(C(=N1)NCCCCC)CCCCCC)C (N-(2-Amino-5-hexyl-6-methylpyrimidine-4-yl)-N-pentylamine). Yield: 87.0%. As a reaction SMILES: Cl[C:2]1[C:7]([CH2:8][CH2:9][CH2:10][CH2:11][CH2:12][CH3:13])=[C:6]([CH3:14])[N:5]=[C:4]([NH2:15])[N:3]=1.[CH2:16]([NH2:21])[CH2:17][CH2:18][CH2:19][CH3:20]>>[NH2:15][C:4]1[N:3]=[C:2]([NH:21][CH2:16][CH2:17][CH2:18][CH2:19][CH3:20])[C:7]([CH2:8][CH2:9][CH2:10][CH2:11][CH2:12][CH3:13])=[C:6]([CH3:14])[N:5]=1. Procedure details: A mixture of 4-chloro-5-hexyl-6-methylpyrimidine-2-ylamine (1.00 mg, 0.44 mmol) and amylamine (2 ml) was refluxed for 11 hours. The reaction mixture was cooled and the solvent was removed in vacuo. The residue was purified by silica gel column chromatography (MeOH:CHCl3=1:20) to give the object compound (107 mg, 87%) as an oil. Reactants: CNCCO, CCN=C=NCCCN(C)C, CN1CCOCC1, ClCCl, Cl, O, On1nnc2ccccc21, O=C(O)C1CN(C(c2ccccc2)c2ccccc2)C1. Product: CN(CCO)C(=O)C1CN(C(c2ccccc2)c2ccccc2)C1. RXN SMILES: [CH3:21][NH:22][CH2:23][CH2:24][OH:25].[CH3:27][N:28]([CH3:29])[CH2:30][CH2:31][CH2:32][N:33]=[C:34]=[N:35][CH2:36][CH3:37].[CH3:49][N:50]1[CH2:51][CH2:52][O:53][CH2:54][CH2:55]1.[Cl:56][CH2:57][Cl:58].[ClH:26].[OH2:38].[OH:39][n:40]1[c:41]2[cH:42][cH:43][cH:44][cH:45][c:46]2[n:47][n:48]1.[c:1]1([CH:7]([N:8]2[CH2:9][CH:10]([C:12](=[O:13])[OH:14])[CH2:11]2)[c:15]2[cH:16][cH:17][cH:18][cH:19][cH:20]2)[cH:2][cH:3][cH:4][cH:5][cH:6]1>>[c:1]1([CH:7]([N:8]2[CH2:9][CH:10]([C:12](=[O:14])[N:22]([CH3:21])[CH2:23][CH2:24][OH:25])[CH2:11]2)[c:15]2[cH:16][cH:17][cH:18][cH:19][cH:20]2)[cH:2][cH:3][cH:4][cH:5][cH:6]1.